This data is from the Open Reaction Database (ORD), a public repository of structured organic reaction records. The task is: describe an organic reaction: reactants, conditions, products, and yield Reactants: C(CCC)(=O)Cl (butyryl chloride), C(C1=CC=C(C=C1)OC)(=O)NN (anisohydrazide), ice water. Run in N1=CC=CC=C1 (pyridine). Reaction conditions: time 2 hour. Product: COC1=CC=C(C(=O)NNC(CCC)=O)C=C1 (N-(4-methoxybenzoyl)-N'-butyrylhydrazine). Reaction SMILES: [C:1]([NH:11][NH2:12])(=[O:10])[C:2]1[CH:7]=[CH:6][C:5]([O:8][CH3:9])=[CH:4][CH:3]=1.[C:13](Cl)(=[O:17])[CH2:14][CH2:15][CH3:16]>N1C=CC=CC=1>[CH3:9][O:8][C:5]1[CH:4]=[CH:3][C:2]([C:1]([NH:11][NH:12][C:13](=[O:17])[CH2:14][CH2:15][CH3:16])=[O:10])=[CH:7][CH:6]=1. Reported procedure: 0.25 mol of anisohydrazide is dissolved in 300 ml of pyridine. At room temperature, 0.25 mol of butyryl chloride is added dropwise, and the mixture is stirred for a further 11/2 hours. The mixture is subsequently poured into 1.5 1 of ice/water, and the crystals are filtered off with suction and washed with water. The N-(4-methoxybenzoyl)-N'-butyrylhydrazine obtained is recrystallized from toluene. 0.1 mol of this compound and 0.1 mol of Lawesson's reagent are refluxed for 10 hours in 200 ml of T... The reactants are CC(=O)O, COc1cc(NC(=O)N2CCCC2)c(SC)cc1OC, OO. Yields the product COc1cc(NC(=O)N2CCCC2)c(S(C)=O)cc1OC. Reaction SMILES: [CH3:23][C:24](=[O:25])[OH:26].[N:1]1([C:6](=[O:7])[NH:8][c:9]2[c:10]([S:19][CH3:20])[cH:11][c:12]([O:17][CH3:18])[c:13]([O:15][CH3:16])[cH:14]2)[CH2:2][CH2:3][CH2:4][CH2:5]1.[OH:21][OH:22]>>[N:1]1([C:6](=[O:7])[NH:8][c:9]2[c:10]([S:19]([CH3:20])=[O:21])[cH:11][c:12]([O:17][CH3:18])[c:13]([O:15][CH3:16])[cH:14]2)[CH2:2][CH2:3][CH2:4][CH2:5]1.